describe an organic reaction: reactants, conditions, products, and yield From a dataset of the Open Reaction Database (ORD), a public repository of structured organic reaction records. Reactants: O(C1=CC=C(N)C=C1)C1=CC=C(N)C=C1 (4,4'-oxydianiline), C1(\C=C/C(=O)O1)=O (maleic anhydride), C1=CC2=C(C=C1C(=O)C3=CC4=C(C=C3)C(=O)OC4=O)C(=O)OC2=O (benzophenonetetracarboxylic dianhydride). Solvent: CC(=O)N(C)C (DMAc), CC(=O)N(C)C (DMAc). The product is C1(C=CC(N1)=O)=O.C#C (maleimide acetylene). RXN SMILES: [O:1]([C:9]1C=C[C:12]([NH2:13])=[CH:11][CH:10]=1)[C:2]1C=CC(N)=C[CH:3]=1.C1(=O)OC(=[O:20])C=C1.C1C(C(C2C=CC3C(OC(=O)C=3C=2)=O)=O)=CC2C(OC(=O)C=2C=1)=O>CC(N(C)C)=O>[C:12]1(=[O:20])[NH:13][C:9](=[O:1])[CH:10]=[CH:11]1.[CH:2]#[CH:3] |f:4.5|. Reported procedure: A maleimide-acetylene terminated monomeric material was prepared. A solution of 0.05 moles (200.242 g/mol) 4,4'-oxydianiline (ODA) and 0.05 moles (98.06 g/mol) maleic anhydride (MA) in 50 ml of DMAc was combined with a solution of 0.05 moles (322.234 g/mol) benzophenonetetracarboxylic dianhydride (BTDA) and 0.05 moles (117.1512 g/mol) APA in 50 ml DMAc. The solutions were blended, cyclized, filtered, and dried as in Example 1. The resulting monomeric material had the following primary structure:... The reactants are COc1ccc([N+](=O)[O-])cc1Br, O=C([O-])[O-], C1COCCN1, [Cs+], [Cs+], O=C(C=Cc1ccccc1)C=Cc1ccccc1, C1COCCO1, O=C(C=Cc1ccccc1)C=Cc1ccccc1, O=C(C=Cc1ccccc1)C=Cc1ccccc1, [Pd], [Pd], c1ccc(P(c2ccccc2)c2ccc3ccccc3c2-c2c(P(c3ccccc3)c3ccccc3)ccc3ccccc23)cc1. Yields the product COc1ccc([N+](=O)[O-])cc1N1CCOCC1. RXN SMILES: [Br:1][c:2]1[c:3]([O:11][CH3:12])[cH:4][cH:5][c:6]([N+:8](=[O:9])[O-:10])[cH:7]1.[C:19](=[O:20])([O-:21])[O-:22].[CH2:13]1[CH2:14][O:15][CH2:16][CH2:17][NH:18]1.[Cs+:23].[Cs+:24].[O:109]=[C:110]([CH:111]=[CH:112][c:113]1[cH:114][cH:115][cH:116][cH:117][cH:118]1)[CH:119]=[CH:120][c:121]1[cH:122][cH:123][cH:124][cH:125][cH:126]1.[O:127]1[CH2:128][CH2:129][O:130][CH2:131][CH2:132]1.[O:73]=[C:74]([CH:75]=[CH:76][c:77]1[cH:78][cH:79][cH:80][cH:81][cH:82]1)[CH:83]=[CH:84][c:85]1[cH:86][cH:87][cH:88][cH:89][cH:90]1.[O:91]=[C:92]([CH:93]=[CH:94][c:95]1[cH:96][cH:97][cH:98][cH:99][cH:100]1)[CH:101]=[CH:102][c:103]1[cH:104][cH:105][cH:106][cH:107][cH:108]1.[Pd:71].[Pd:72].[cH:25]1[cH:26][cH:27][c:28]([P:29]([c:30]2[cH:31][cH:32][c:33]3[c:34]([cH:35][cH:36][cH:37][cH:38]3)[c:39]2-[c:40]2[c:41]3[c:42]([cH:43][cH:44][cH:45][cH:46]3)[cH:47][cH:48][c:49]2[P:50]([c:51]2[cH:52][cH:53][cH:54][cH:55][cH:56]2)[c:57]2[cH:58][cH:59][cH:60][cH:61][cH:62]2)[c:63]2[cH:64][cH:65][cH:66][cH:67][cH:68]2)[cH:69][cH:70]1>>[c:2]1([N:18]2[CH2:13][CH2:14][O:15][CH2:16][CH2:17]2)[c:3]([O:11][CH3:12])[cH:4][cH:5][c:6]([N+:8](=[O:9])[O-:10])[cH:7]1. The reactants are CN1CCN(C(=O)c2ccc3c(c2)[nH]c2c(C(N)=O)ccc(N4CCCC(NC(=O)OCc5ccccc5)C4)c23)CC1, CO, O=C[O-], [NH4+]. As a reaction SMILES: [C:1]([NH2:2])(=[O:3])[c:4]1[cH:5][cH:6][c:7]([N:26]2[CH2:27][CH:28]([NH:32][C:33](=[O:34])[O:35][CH2:36][c:37]3[cH:38][cH:39][cH:40][cH:41][cH:42]3)[CH2:29][CH2:30][CH2:31]2)[c:8]2[c:9]3[cH:10][cH:11][c:12]([C:17](=[O:18])[N:19]4[CH2:20][CH2:21][N:22]([CH3:25])[CH2:23][CH2:24]4)[cH:13][c:14]3[nH:15][c:16]12.[CH3:47][OH:48].[CH:43]([O-:44])=[O:45].[NH4+:46]>>[C:1]([NH2:2])(=[O:3])[c:4]1[cH:5][cH:6][c:7]([N:26]2[CH2:27][CH:28]([NH2:32])[CH2:29][CH2:30][CH2:31]2)[c:8]2[c:9]3[cH:10][cH:11][c:12]([C:17](=[O:18])[N:19]4[CH2:20][CH2:21][N:22]([CH3:25])[CH2:23][CH2:24]4)[cH:13][c:14]3[nH:15][c:16]12. Yields the product CN1CCN(C(=O)c2ccc3c(c2)[nH]c2c(C(N)=O)ccc(N4CCCC(N)C4)c23)CC1. Starting materials: ClC1=C(C=CC(=C1Cl)OC)S (2,3-dichloro-4-methoxythiophenol), [H-].[Na+] (sodium hydride), ice, C(C1=CC=CC=C1)Br (benzyl bromide). Run in CN(C=O)C (dimethylformamide). Conditions: time 20 minute. Yields the product C(C1=CC=CC=C1)SC1=C(C(=C(C=C1)OC)Cl)Cl (4-benzylthio-2,3-dichloroanisole). Isolated yield 87.5%. Reaction SMILES: [Cl:1][C:2]1[C:7]([Cl:8])=[C:6]([O:9][CH3:10])[CH:5]=[CH:4][C:3]=1[SH:11].[H-].[Na+].[CH2:14](Br)[C:15]1[CH:20]=[CH:19][CH:18]=[CH:17][CH:16]=1>CN(C)C=O>[CH2:14]([S:11][C:3]1[CH:4]=[CH:5][C:6]([O:9][CH3:10])=[C:7]([Cl:8])[C:2]=1[Cl:1])[C:15]1[CH:20]=[CH:19][CH:18]=[CH:17][CH:16]=1 |f:1.2|. Reported procedure: A solution of 6.23 g of 2,3-dichloro-4-methoxythiophenol in 60 ml of sieved-dried dimethylformamide is added to 0.75 g of sodium hydride over a period of 2-3 minutes. After stirring at room temperature for 20 minutes, the yellowish solution is treated with 5.10 g of benzyl bromide at a rate so that the temperature does not rise above 40°. Stirring is continued for an additional 30 minutes. The cloudy mixture is poured onto 200 g of crushed ice with caution and the white precipitate is collected ...